The task is: describe an organic reaction: reactants, conditions, products, and yield. This data is from the Open Reaction Database (ORD), a public repository of structured organic reaction records. The reactants are ClCC(=O)NC1=CC=C(C=C1)NC1=NC=CC(=N1)C1=C(N=C(S1)C)C (2-chloro-N-{4-[4-(2,4-dimethyl-thiazol-5-yl)-pyrimidin-2-ylamino]-phenyl}-acetamide), N1C=NC=C1 (1H-imidazole). Yields the product CC=1SC(=C(N1)C)C1=NC(=NC=C1)NC1=CC=C(C=C1)NC(CN1C=NC=C1)=O (N-{4-[4-(2,4-Dimethyl-thiazol-5-yl)-pyrimidin-2-ylamino]-phenyl}-2-imidazol-1-yl-acetamide). As a reaction SMILES: Cl[CH2:2][C:3]([NH:5][C:6]1[CH:11]=[CH:10][C:9]([NH:12][C:13]2[N:18]=[C:17]([C:19]3[S:23][C:22]([CH3:24])=[N:21][C:20]=3[CH3:25])[CH:16]=[CH:15][N:14]=2)=[CH:8][CH:7]=1)=[O:4].[NH:26]1[CH:30]=[CH:29][N:28]=[CH:27]1>>[CH3:24][C:22]1[S:23][C:19]([C:17]2[CH:16]=[CH:15][N:14]=[C:13]([NH:12][C:9]3[CH:10]=[CH:11][C:6]([NH:5][C:3](=[O:4])[CH2:2][N:26]4[CH:30]=[CH:29][N:28]=[CH:27]4)=[CH:7][CH:8]=3)[N:18]=2)=[C:20]([CH3:25])[N:21]=1. Procedure: By treatment of 2-chloro-N-{4-[4-(2,4-dimethyl-thiazol-5-yl)-pyrimidin-2-ylamino]-phenyl}-acetamide with 1H-imidazole. 1H-NMR (DMSO-D6) δ: 2.61 (s, 3H, CH3), 2.63 (s, 3H, CH3), 4.86 (s, 2H, CH2), 6.88 (s, 1H, Aryl-H), 7.04 (d, 1H, J=5.9 Hz, pyrimidinyl-H), 7.15 (s, 1H, Aryl-H), 7.50 (d, 2H, J=7.8 Hz, Ph-H), 7.62 (s, 1H, Aryl-H), 7.68 (d, 2H, J=7.8 Hz, Ph-H), 8.48 (d, 1H, J=5.4 Hz, pyrimidinyl-H), 9.60 (s, 1H, NH), 10.18 (brs, 1H, NH). MS (ESI+) m/z 406.02 [M+H]+ (C20H19N7OS requires 405.48).